The task is: describe an organic reaction: reactants, conditions, products, and yield. This data is from the Open Reaction Database (ORD), a public repository of structured organic reaction records. Starting materials: C1CCOC1, CNC, Cc1cc(C)c(CCl)c(C)c1. Yields the product Cc1cc(C)c(N(C)C)c(C)c1. As a reaction SMILES: [CH2:15]1[O:16][CH2:17][CH2:18][CH2:19]1.[CH3:1][NH:2][CH3:3].[CH3:4][c:5]1[c:6]([CH2:7][Cl:8])[c:9]([CH3:14])[cH:10][c:11]([CH3:13])[cH:12]1>>[CH3:1][N:2]([CH3:3])[c:6]1[c:5]([CH3:4])[cH:12][c:11]([CH3:13])[cH:10][c:9]1[CH3:14].